This data is from the Open Reaction Database (ORD), a public repository of structured organic reaction records. The task is: describe an organic reaction: reactants, conditions, products, and yield Starting materials: COC(C1=C(C=CC(=C1)C(C)=O)OCC)=O (5-acetyl-2-ethoxybenzoic acid methyl ester), [OH-].[Na+] (sodium hydroxide), O (water). Run in O1CCOCC1 (1,4-dioxan). Conditions: time 18 hour. Product: C(C)(=O)C=1C=CC(=C(C(=O)O)C1)OCC (5-Acetyl-2-ethoxybenzoic acid). The yield is 60.3%. As a reaction SMILES: C[O:2][C:3](=[O:16])[C:4]1[CH:9]=[C:8]([C:10](=[O:12])[CH3:11])[CH:7]=[CH:6][C:5]=1[O:13][CH2:14][CH3:15].[OH-].[Na+].O>O1CCOCC1>[C:10]([C:8]1[CH:7]=[CH:6][C:5]([O:13][CH2:14][CH3:15])=[C:4]([CH:9]=1)[C:3]([OH:16])=[O:2])(=[O:12])[CH3:11] |f:1.2|. Procedure details: A mixture of 5-acetyl-2-ethoxybenzoic acid methyl ester (9.6 g, 0.043 mol), 5M aqueous sodium hydroxide solution (44 ml, 0.217 mol), water (80 ml) and 1,4-dioxan (80 ml) was stirred at room temperature for 18 hours. The solvent was removed by evaporation under vacuum, the residue dissolved in water (100 ml) and the resulting solution acidified to pH 1 with concentrated hydrochloric acid. The aqueous mixture was extracted with ethyl acetate (4×100 ml) and the combined extracts dried (Na2SO4) and ... The reactants are O=C([O-])[O-], CCOC(=O)CC1OB(O)c2cc(O)cc(C)c21, Clc1cnccn1, Cl, [Cs+], [Cs+], CN(C)C=O. Yields the product CCOC(=O)CC1OB(O)c2cc(Oc3cnccn3)cc(C)c21. Reaction SMILES: [C:19](=[O:20])([O-:21])[O-:22].[CH2:1]([CH3:2])[O:3][C:4]([CH2:5][CH:6]1[c:7]2[c:8]([cH:12][c:13]([OH:17])[cH:14][c:15]2[CH3:16])[B:9]([OH:11])[O:10]1)=[O:18].[Cl:25][c:26]1[n:27][cH:28][cH:29][n:30][cH:31]1.[ClH:32].[Cs+:23].[Cs+:24].[O:33]=[CH:34][N:35]([CH3:36])[CH3:37]>>[CH2:1]([CH3:2])[O:3][C:4]([CH2:5][CH:6]1[c:7]2[c:8]([cH:12][c:13]([O:17][c:26]3[n:27][cH:28][cH:29][n:30][cH:31]3)[cH:14][c:15]2[CH3:16])[B:9]([OH:11])[O:10]1)=[O:18].